Dataset: the Open Reaction Database (ORD), a public repository of structured organic reaction records. Task: describe an organic reaction: reactants, conditions, products, and yield The reactants are CCNC(=O)Nc1cc(-c2nc(C(F)(F)F)cs2)c(-c2ccc3c(c2)c(=O)c(C(=O)OCC)cn3C2CCCN(C(=O)OC(C)(C)C)C2)cn1, CO, ClCCl, Cl, [Na+], O=C([O-])O, C1COCCO1, O. Yields the product CCNC(=O)Nc1cc(-c2nc(C(F)(F)F)cs2)c(-c2ccc3c(c2)c(=O)c(C(=O)OCC)cn3C2CCCNC2)cn1. As a reaction SMILES: [C:1]([O:2][C:3](=[O:4])[N:8]1[CH2:9][CH:10]([n:14]2[cH:15][c:16]([C:46](=[O:47])[O:48][CH2:49][CH3:50])[c:17](=[O:45])[c:18]3[cH:19][c:20](-[c:24]4[cH:25][n:26][c:27]([NH:39][C:40](=[O:41])[NH:42][CH2:43][CH3:44])[cH:28][c:29]4-[c:30]4[s:31][cH:32][c:33]([C:35]([F:36])([F:37])[F:38])[n:34]4)[cH:21][cH:22][c:23]23)[CH2:11][CH2:12][CH2:13]1)([CH3:5])([CH3:6])[CH3:7].[CH3:66][OH:67].[Cl:63][CH2:64][Cl:65].[ClH:51].[Na+:62].[O-:58][C:59]([OH:60])=[O:61].[O:52]1[CH2:53][CH2:54][O:55][CH2:56][CH2:57]1.[OH2:68]>>[NH:8]1[CH2:9][CH:10]([n:14]2[cH:15][c:16]([C:46](=[O:47])[O:48][CH2:49][CH3:50])[c:17](=[O:45])[c:18]3[cH:19][c:20](-[c:24]4[cH:25][n:26][c:27]([NH:39][C:40](=[O:41])[NH:42][CH2:43][CH3:44])[cH:28][c:29]4-[c:30]4[s:31][cH:32][c:33]([C:35]([F:36])([F:37])[F:38])[n:34]4)[cH:21][cH:22][c:23]23)[CH2:11][CH2:12][CH2:13]1. Reactants: OC1=CC=C(C=C1)N1C(=CC(C2=CC=CC=C12)=O)C1=CC=CC=C1 (1-(4-hydroxyphenyl)-2-phenyl-4(1H)-quinolone), C[O-].[Na+] (sodium methoxide), ClCCN(CC)CC (N-(2-chloroethyl)diethylamine). Solvent: C(Cl)(Cl)Cl (chloroform), ClC1=CC=CC=C1 (chlorobenzene), ClC1=CC=CC=C1 (chlorobenzene), CO (methyl alcohol). The product is C(C)N(CCOC1=CC=C(C=C1)N1C(=CC(C2=CC=CC=C12)=O)C1=CC=CC=C1)CC (1-{4-[2-(Diethylamino)ethoxy]phenyl}-2-phenyl-4(1H)-quinolone). As a reaction SMILES: [OH:1][C:2]1[CH:7]=[CH:6][C:5]([N:8]2[C:17]3[C:12](=[CH:13][CH:14]=[CH:15][CH:16]=3)[C:11](=[O:18])[CH:10]=[C:9]2[C:19]2[CH:24]=[CH:23][CH:22]=[CH:21][CH:20]=2)=[CH:4][CH:3]=1.C[O-].[Na+].Cl[CH2:29][CH2:30][N:31]([CH2:34][CH3:35])[CH2:32][CH3:33]>C(Cl)(Cl)Cl.ClC1C=CC=CC=1.CO>[CH2:30]([N:31]([CH2:34][CH3:35])[CH2:32][CH2:33][O:1][C:2]1[CH:7]=[CH:6][C:5]([N:8]2[C:17]3[C:12](=[CH:13][CH:14]=[CH:15][CH:16]=3)[C:11](=[O:18])[CH:10]=[C:9]2[C:19]2[CH:20]=[CH:21][CH:22]=[CH:23][CH:24]=2)=[CH:4][CH:3]=1)[CH3:29] |f:1.2|. Procedure details: By following a procedure similar to that described in Example 1 and using 49.5 g. 1-(4-hydroxyphenyl)-2-phenyl-4(1H)-quinolone, 10.5 g. sodium methoxide, 500 ml. chlorobenzene, 45 ml. dry methyl alcohol, and 26 g. N-(2-chloroethyl)diethylamine in 80 ml. chlorobenzene there was obtained on evaporation to dryness of the chloroform extract and recrystallization from isopropyl alcohol 32 g. 1-{4-[2-(diethylamino)ethoxy]phenyl}-2-phenyl-4(1H)-quinolone; m.p. 115°-117°C. Starting materials: NC1=CC=C(C=C1)S (4-aminothiophenol), C(C)(C)(C)OC(C=C)=O (2-propenoic acid t-butyl ester). Run in O1CCCC1 (tetrahydrofuran), [F-].C(CCC)[N+](CCCC)(CCCC)CCCC (tetrabutylammonium fluoride), O1CCCC1 (THF). Run at time 30 minute. The product is C(C)(C)(C)OC(CCSC1=CC=C(C=C1)N)=O (3-(4-aminophenylthio)propionic acid t-butyl ester). Reaction SMILES: [NH2:1][C:2]1[CH:7]=[CH:6][C:5]([SH:8])=[CH:4][CH:3]=1.[C:9]([O:13][C:14](=[O:17])[CH:15]=[CH2:16])([CH3:12])([CH3:11])[CH3:10]>O1CCCC1.[F-].C([N+](CCCC)(CCCC)CCCC)CCC>[C:9]([O:13][C:14](=[O:17])[CH2:15][CH2:16][S:8][C:5]1[CH:6]=[CH:7][C:2]([NH2:1])=[CH:3][CH:4]=1)([CH3:12])([CH3:11])[CH3:10] |f:3.4|. Reported procedure: To a solution of 4-aminothiophenol (2.36 g) in tetrahydrofuran (THF; 20 ml), 2-propenoic acid t-butyl ester (3.51 ml) and 1.0M tetrabutylammonium fluoride in THF solution (340 μl) were added. The mixture solution was stirred for 30 minutes at room temperature to give the title compound. The compound was used for next reaction as such. Reactants: Cc1ccc2cc(C(=O)O)ccc2n1, Cc1ccc(N)c(C)c1. The reagents and catalysts are C1CCN(C1)C(=[N+]2CCCC2)ON3C4=CC=CC=C4N=N3.F[P-](F)(F)(F)(F)F (HBPYU). Run in CN(C)C=O (DMF), CN(C)C=O (DMF), CN(C)C=O (DMF), CN(C)C=O (DMF), CN(C)C=O (DMF), CN(C)C=O (DMF). Conditions: temperature 25 celsius, time 2 hour. Product: Cc1ccc(NC(=O)c2ccc3nc(C)ccc3c2)c(C)c1. Isolated yield 32.1%. Reaction SMILES: Cc1ccc(N)c(C)c1.Cc1ccc2cc(C(=O)O)ccc2n1.C1CCN(C1)C(=[N+]2CCCC2)ON3C4=CC=CC=C4N=N3.F[P-](F)(F)(F)(F)F.CN(C)C=O>>Cc1ccc(NC(=O)c2ccc3nc(C)ccc3c2)c(C)c1. Reactants: CO, [K+], CCOC(=O)c1c(N)c(C)c(C)n1C, [OH-]. Product: [K+], Cc1c(N)c(C(=O)[O-])n(C)c1C. Reaction SMILES: [CH3:17][OH:18].[K+:16].[NH2:1][c:2]1[c:3]([C:10](=[O:11])[O:12][CH2:13][CH3:14])[n:4]([CH3:9])[c:5]([CH3:8])[c:6]1[CH3:7].[OH-:15]>>[K+:16].[NH2:1][c:2]1[c:3]([C:10](=[O:11])[O-:12])[n:4]([CH3:9])[c:5]([CH3:8])[c:6]1[CH3:7]. The reactants are ClC=1C=C(C=CC1Cl)NC=1C2=C(N=CN1)SC1=C2CNCC1 (N-(3,4-Dichlorophenyl)-5,6,7,8-tetrahydropyrido[3′,4′:4,5]thieno[2,3-d]pyrimidin-4-amine), Cl.CN(C/C=C/C(=O)O)C(C)C ((2E)-4-[methyl(1-methylethyl)amino]but-2-enoic acid hydrochloride). The product is ClC=1C=C(C=CC1Cl)NC=1C2=C(N=CN1)SC1=C2CN(CC1)C(\C=C\CN(C(C)C)C)=O (N-(3,4-Dichlorophenyl)-6-{(2E)-4-[methyl(1-methylethyl)amino]but-2-enoyl}-5,6,7,8-tetrahydropyrido[3′,4′:4,5]thieno[2,3-d]pyrimidin-4-amine). RXN SMILES: [Cl:1][C:2]1[CH:3]=[C:4]([NH:9][C:10]2[C:11]3[C:18]4[CH2:19][NH:20][CH2:21][CH2:22][C:17]=4[S:16][C:12]=3[N:13]=[CH:14][N:15]=2)[CH:5]=[CH:6][C:7]=1[Cl:8].Cl.[CH3:24][N:25]([CH:32]([CH3:34])[CH3:33])[CH2:26]/[CH:27]=[CH:28]/[C:29](O)=[O:30]>>[Cl:1][C:2]1[CH:3]=[C:4]([NH:9][C:10]2[C:11]3[C:18]4[CH2:19][N:20]([C:29](=[O:30])/[CH:28]=[CH:27]/[CH2:26][N:25]([CH3:24])[CH:32]([CH3:34])[CH3:33])[CH2:21][CH2:22][C:17]=4[S:16][C:12]=3[N:13]=[CH:14][N:15]=2)[CH:5]=[CH:6][C:7]=1[Cl:8] |f:1.2|. Reported procedure: The title compound was synthesized in analogy to Example 89 from N-(3,4-dichlorophenyl)-5,6,7,8-tetrahydropyrido[3′,4′:4,5]thieno[2,3-d]pyrimidin-4-amine from Example 76A (100 mg, 0.29 mmol) and (2E)-4-[methyl(1-methylethyl)amino]but-2-enoic acid hydrochloride from Example 2A (77 mg, 0.40 mmol) to yield 56 mg (40%). The reactants are BrC1=C(C(=O)O)C=C(C=C1[N+](=O)[O-])Cl (2-Bromo-5-chloro-3-nitrobenzoic acid), ClC1=C(CN)C=CC=C1 (2-chlorobenzyl amine), Cl (hydrochloric acid). Yields the product ClC=1C=C(C(=C(C(=O)O)C1)NCC1=C(C=CC=C1)Cl)[N+](=O)[O-] (5-chloro[(2-chlorophenyl)methyl]amino-3-nitrobenzoic acid). The yield is 53.1%. Reaction SMILES: Br[C:2]1[C:10]([N+:11]([O-:13])=[O:12])=[CH:9][C:8]([Cl:14])=[CH:7][C:3]=1[C:4]([OH:6])=[O:5].[Cl:15][C:16]1[CH:23]=[CH:22][CH:21]=[CH:20][C:17]=1[CH2:18][NH2:19].Cl>>[Cl:14][C:8]1[CH:9]=[C:10]([N+:11]([O-:13])=[O:12])[C:2]([NH:19][CH2:18][C:17]2[CH:20]=[CH:21][CH:22]=[CH:23][C:16]=2[Cl:15])=[C:3]([CH:7]=1)[C:4]([OH:6])=[O:5]. Procedure: 2-Bromo-5-chloro-3-nitrobenzoic acid (2.30 g, 10 mmol) was refluxed with 2-chlorobenzyl amine (20 mmol, 2.82 g) overnight. The reaction mixture was then poured into 10% aqueous hydrochloric acid solution and the resulting solid was collected. Crystallization from aqueous methanol gave 1.81 g (53%) of 5-chloro[(2-chlorophenyl)methyl]amino-3-nitrobenzoic acid; mp 159.5°-161° C.